Dataset: the Open Reaction Database (ORD), a public repository of structured organic reaction records. Task: describe an organic reaction: reactants, conditions, products, and yield Starting materials: BrC1=CC=C(C(=N1)C(=O)O)Cl (6-bromo-3-chloropyridine-2-carboxylic acid), Cl (hydrogen chloride), CO (methanol), product, Cl (hydrogen chloride), CO (methanol). Product: BrC1=CC=C(C(=N1)C(=O)OC)Cl (methyl 6-bromo-3-chloropyridine-2-carboxylate). Reaction SMILES: [Br:1][C:2]1[N:7]=[C:6]([C:8]([OH:10])=[O:9])[C:5]([Cl:11])=[CH:4][CH:3]=1.Cl.[CH3:13]O>>[Br:1][C:2]1[N:7]=[C:6]([C:8]([O:10][CH3:13])=[O:9])[C:5]([Cl:11])=[CH:4][CH:3]=1. Procedure: 8.12 g (34.3 mmol) of 6-bromo-3-chloropyridine-2-carboxylic acid are admixed with 50 ml (1.25M; 62.5 mmol) of a solution of hydrogen chloride in methanol. The mixture is heated under reflux for 2 h, in the course of which 20 ml each time (1.25M; 25 mmol) of a solution of hydrogen chloride in methanol are added every 30 min. For workup, the reaction mixture is freed of the solvent on a rotary evaporator and the residue is admixed with diethyl ether and an aqueous sodium hydrogencarbonate solution... Starting materials: CC#N, [I-], [Na+], [Na+], [Na+], O=C([O-])[O-], COc1ccc(CCOS(=O)(=O)c2ccc(C)cc2)cc1, OCC1CCCCN1. The product is COc1ccc(CCN2CCCCC2CO)cc1. RXN SMILES: [CH3:38][C:39]#[N:40].[I-:37].[Na+:30].[Na+:31].[Na+:36].[O-:32][C:33](=[O:34])[O-:35].[O:9]([S:10]([c:11]1[cH:12][cH:13][c:14]([CH3:15])[cH:16][cH:17]1)(=[O:18])=[O:19])[CH2:20][CH2:21][c:22]1[cH:23][cH:24][c:25]([O:28][CH3:29])[cH:26][cH:27]1.[OH:1][CH2:2][CH:3]1[NH:4][CH2:5][CH2:6][CH2:7][CH2:8]1>>[OH:1][CH2:2][CH:3]1[N:4]([CH2:20][CH2:21][c:22]2[cH:23][cH:24][c:25]([O:28][CH3:29])[cH:26][cH:27]2)[CH2:5][CH2:6][CH2:7][CH2:8]1. The reactants are COC1=CC=C(CNC2=NC=CC3=CC=C(C=C23)C(=O)OCC)C=C1 (ethyl 1-(4-methoxybenzylamino)isoquinoline-7-carboxylate), [OH-].[Na+] (sodium hydroxide). The solvent is CO (methanol). Reaction conditions: time 8 hour. Product: COC1=CC=C(CNC2=NC=CC3=CC=C(C=C23)C(=O)O)C=C1 (1-(4-methoxybenzylamino)isoquinoline-7-carboxylic acid). Isolated yield 83.1%. As a reaction SMILES: [CH3:1][O:2][C:3]1[CH:25]=[CH:24][C:6]([CH2:7][NH:8][C:9]2[C:18]3[C:13](=[CH:14][CH:15]=[C:16]([C:19]([O:21]CC)=[O:20])[CH:17]=3)[CH:12]=[CH:11][N:10]=2)=[CH:5][CH:4]=1.[OH-].[Na+]>CO>[CH3:1][O:2][C:3]1[CH:4]=[CH:5][C:6]([CH2:7][NH:8][C:9]2[C:18]3[C:13](=[CH:14][CH:15]=[C:16]([C:19]([OH:21])=[O:20])[CH:17]=3)[CH:12]=[CH:11][N:10]=2)=[CH:24][CH:25]=1 |f:1.2|. Procedure: To a solution of ethyl 1-(4-methoxybenzylamino)isoquinoline-7-carboxylate (430 mg, 1.28 mmol) in methanol (8.5 mL) was added 6 N aqueous sodium hydroxide (1.1 mL, 6.4 mmol). The reaction was stirred at room temperature overnight. The reaction was concentrated. The residue was taken up in water and acidified with 1 N aqueous hydrochloric acid until a precipitate formed. The solid was collected by filtration and dried under vacuum to give the title compound (328 mg, 83%) as a yellow solid. 1H NMR ... Starting materials: [BH4-], COc1c(C)c(CC=O)c(OC)c(OC)c1OC, CCO, [Cl-], [Na+], [Na+]. Product: COc1c(C)c(CCO)c(OC)c(OC)c1OC. RXN SMILES: [BH4-:19].[CH3:1][O:2][c:3]1[c:4]([CH2:16][CH:17]=[O:18])[c:5]([CH3:15])[c:6]([O:13][CH3:14])[c:7]([O:11][CH3:12])[c:8]1[O:9][CH3:10].[CH3:23][CH2:24][OH:25].[Cl-:22].[Na+:20].[Na+:21]>>[CH3:1][O:2][c:3]1[c:4]([CH2:16][CH2:17][OH:18])[c:5]([CH3:15])[c:6]([O:13][CH3:14])[c:7]([O:11][CH3:12])[c:8]1[O:9][CH3:10]. The reactants are C(C)OC(CN1N=C(N=C1C1=C(C=CC=C1)C1=NC2=C(N1C(C)(C)C)C=CC(=C2)C=2C=NC(=NC2)N)C)=O ((5-{2-[5-(2-Amino-pyrimidin-5-yl)-1-tert-butyl-1H-benzimidazol-2-yl]-phenyl}-3-methyl-1,2,4-triazol-1-yl)-acetic acid ethyl ester). The solvent is C(C)#N (acetonitrile). Run at time 3 hour. Product: NC1=NC=C(C=N1)C1=CC2=C(N(C(=N2)C2=C(C=CC=C2)C2=NC(=NN2CC(=O)O)C)C(C)(C)C)C=C1 ((5-{2-[5-(2-Amino-pyrimidin-5-yl)-1-tert-butyl-1H-benzimidazol-2-yl]-phenyl}-3-methyl-1,2,4-triazol-1-yl)-acetic acid). Yield: 98.3%. As a reaction SMILES: C([O:3][C:4](=[O:38])[CH2:5][N:6]1[C:10]([C:11]2[CH:16]=[CH:15][CH:14]=[CH:13][C:12]=2[C:17]2[N:21]([C:22]([CH3:25])([CH3:24])[CH3:23])[C:20]3[CH:26]=[CH:27][C:28]([C:30]4[CH:31]=[N:32][C:33]([NH2:36])=[N:34][CH:35]=4)=[CH:29][C:19]=3[N:18]=2)=[N:9][C:8]([CH3:37])=[N:7]1)C>C(#N)C>[NH2:36][C:33]1[N:34]=[CH:35][C:30]([C:28]2[CH:27]=[CH:26][C:20]3[N:21]([C:22]([CH3:23])([CH3:24])[CH3:25])[C:17]([C:12]4[CH:13]=[CH:14][CH:15]=[CH:16][C:11]=4[C:10]4[N:6]([CH2:5][C:4]([OH:38])=[O:3])[N:7]=[C:8]([CH3:37])[N:9]=4)=[N:18][C:19]=3[CH:29]=2)=[CH:31][N:32]=1. Procedure details: (5-{2-[5-(2-Amino-pyrimidin-5-yl)-1-tert-butyl-1H-benzimidazol-2-yl]-phenyl}-3-methyl-1,2,4-triazol-1-yl)-acetic acid ethyl ester (40 mg, 0.078 mmol) and Amberlyst A26 (OH− form) (450 mg, 0.6 mmol) are combined in acetonitrile (5 mL) and the mixture is agitated for 3 hours, filtered, and the isolate is washed with acetonitrile (2×5 mL). The product is purified by silica gel flash column chromatography eluting with 20% formic acid in acetonitrile (1 mL). The eluent is concentrated to afford the t... The reactants are C(C)(C)(C)OC(=O)N1CCC2=C(CC1)C=CC(=C2)NC2=NN1C(C(=CC=C1)C1=C(C=CC(=C1)Cl)OCC(F)F)=N2 (7-{8-[5-chloro-2-(2,2-difluoro-ethoxy)-phenyl]-[1,2,4]triazolo[1,5-a]pyridin-2-ylamino}-1,2,4,5-tetrahydro-3-benzazepine-3-carboxylic acid tert-butyl ester), FC(C(=O)O)(F)F (trifluoroacetic acid). Product: ClC=1C=CC(=C(C1)C=1C=2N(C=CC1)N=C(N2)NC2=CC1=C(CCNCC1)C=C2)OCC(F)F ({8-[5-Chloro-(2,2-difluoro-ethoxy)-phenyl]-[1,2,4]triazolo[1,5-a]pyridin-2-yl}-(2,3,4,5-tetrahydro-1H-3-benzazepin-7yl)-amine), product. The yield is 47.0%. RXN SMILES: C(OC([N:8]1[CH2:14][CH2:13][C:12]2[CH:15]=[CH:16][C:17]([NH:19][C:20]3[N:40]=[C:23]4[C:24]([C:28]5[CH:33]=[C:32]([Cl:34])[CH:31]=[CH:30][C:29]=5[O:35][CH2:36][CH:37]([F:39])[F:38])=[CH:25][CH:26]=[CH:27][N:22]4[N:21]=3)=[CH:18][C:11]=2[CH2:10][CH2:9]1)=O)(C)(C)C.FC(F)(F)C(O)=O>>[Cl:34][C:32]1[CH:31]=[CH:30][C:29]([O:35][CH2:36][CH:37]([F:39])[F:38])=[C:28]([C:24]2[C:23]3[N:22]([N:21]=[C:20]([NH:19][C:17]4[CH:16]=[CH:15][C:12]5[CH2:13][CH2:14][NH:8][CH2:9][CH2:10][C:11]=5[CH:18]=4)[N:40]=3)[CH:27]=[CH:26][CH:25]=2)[CH:33]=1. Procedure details: {8-[5-Chloro-(2,2-difluoro-ethoxy)-phenyl]-[1,2,4]triazolo[1,5-a]pyridin-2-yl}-(2,3,4,5-tetrahydro-1H-3-benzazepin-7yl)-amine was prepared from 7-{8-[5-chloro-2-(2,2-difluoro-ethoxy)-phenyl]-[1,2,4]triazolo[1,5-a]pyridin-2-ylamino}-1,2,4,5-tetrahydro-3-benzazepine-3-carboxylic acid tert-butyl ester (0.117 g, 205 mmol) and trifluoroacetic acid (0.5 mL) in a manner analogous to Example 312 to give product (0.045 g, 47%). MP=102-105° C. 1H NMR (400 MHz, (D3C)2SO, δ, ppm): 9.52 (s, 1H), 8.78 (d, 1H)... The reactants are [OH-].[Na+] (sodium hydroxide), ClC1=CC(=C(N=N1)OC1=C(C=CC=C1C)C1CC1)O (6-chloro-3-(2-cyclopropyl-6-methylphenoxy)-4-pyridazinol). Run in C(C)O (ethanol). Run at temperature 50 celsius, time 4 hour. Product: ClC1=CC(=C(N=N1)OC1=C(C=CC=C1C)C1CC1)[O-].[Na+] (sodium 6-chloro-3-(2-cyclopropyl-6-methylphenoxy)-4-pyridazinolate). Yield: 100.3%. As a reaction SMILES: [OH-].[Na+:2].[Cl:3][C:4]1[N:9]=[N:8][C:7]([O:10][C:11]2[C:16]([CH3:17])=[CH:15][CH:14]=[CH:13][C:12]=2[CH:18]2[CH2:20][CH2:19]2)=[C:6]([OH:21])[CH:5]=1>C(O)C>[Cl:3][C:4]1[N:9]=[N:8][C:7]([O:10][C:11]2[C:16]([CH3:17])=[CH:15][CH:14]=[CH:13][C:12]=2[CH:18]2[CH2:20][CH2:19]2)=[C:6]([O-:21])[CH:5]=1.[Na+:2] |f:0.1,4.5|. Procedure: 0.18 mL (0.36 mmol) of 2 mol/L aqueous sodium hydroxide solution was added to an ethanol (2 mL) solution containing 100 mg (0.361 mmol) of 6-chloro-3-(2-cyclopropyl-6-methylphenoxy)-4-pyridazinol, and the resulting mixture was stirred at 50° C. for 4 hours. The reaction mixture was concentrated to obtain 108 mg (0.361 mmol, Yield: 100%) of sodium 6-chloro-3-(2-cyclopropyl-6-methylphenoxy)-4-pyridazinolate (Compound No. 3805).